Dataset: the Open Reaction Database (ORD), a public repository of structured organic reaction records. Task: describe an organic reaction: reactants, conditions, products, and yield The reactants are [OH-].[Na+] (NaOH), COC(C1=CC(=NC(=C1)S(=O)(=O)C)NC1CCC1)=O (2-cyclobutylamino-6-methanesulfonyl-isonicotinic acid methyl ester), Cl (HCl). Solvent: CO (methanol). Reaction conditions: time 3 hour. Product: C1(CCC1)NC=1C=C(C(=O)O)C=C(N1)S(=O)(=O)C (2-Cyclobutylamino-6-methanesulfonyl-isonicotinic acid). Isolated yield 82.7%. RXN SMILES: [OH-].[Na+].C[O:4][C:5](=[O:21])[C:6]1[CH:11]=[C:10]([S:12]([CH3:15])(=[O:14])=[O:13])[N:9]=[C:8]([NH:16][CH:17]2[CH2:20][CH2:19][CH2:18]2)[CH:7]=1.Cl>CO>[CH:17]1([NH:16][C:8]2[CH:7]=[C:6]([CH:11]=[C:10]([S:12]([CH3:15])(=[O:14])=[O:13])[N:9]=2)[C:5]([OH:21])=[O:4])[CH2:18][CH2:19][CH2:20]1 |f:0.1|. Procedure details: Add 2 N NaOH (1.26 mL) to 2-cyclobutylamino-6-methanesulfonyl-isonicotinic acid methyl ester (0.24 g 0.85 mmol) in methanol (5 mL). Stir 3 h, acidify to about pH=3 with 1 N HCl, extract into ethyl acetate, wash organic layer with saturated aqueous sodium chloride, dry (magnesium sulfate) and concentrate to give the title compound (0.19 g, 86%). The reactants are 3, CS(=O)(=O)Cl (methanesulfonyl chloride), NC=1C=C(C=CC1)C1=CC=C(C=C1)C(CNS(=O)(=O)N(C)C)(C)F ({2-[4-(3-aminophenyl)phenyl]-2-fluoropropyl}[(dimethylamino)sulfonyl]amine), C1CCC2=NCCCN2CC1 (DBU). Solvent: C1CCOC1 (THF). Reaction conditions: temperature 0 celsius. Yields the product CN(S(=O)(=O)NCC(C)(C1=CC=C(C=C1)C1=CC(=CC=C1)NS(=O)(=O)C)F)C ([(Dimethylamino)sulfonyl][2-fluoro-2-(4-{3-[(methylsulfonyl)amino]phenyl}phenyl)propyl]amine). As a reaction SMILES: [CH3:1][S:2](Cl)(=[O:4])=[O:3].[NH2:6][C:7]1[CH:8]=[C:9]([C:13]2[CH:18]=[CH:17][C:16]([C:19]([F:29])([CH3:28])[CH2:20][NH:21][S:22]([N:25]([CH3:27])[CH3:26])(=[O:24])=[O:23])=[CH:15][CH:14]=2)[CH:10]=[CH:11][CH:12]=1.C1CCN2C(=NCCC2)CC1>C1COCC1>[CH3:27][N:25]([CH3:26])[S:22]([NH:21][CH2:20][C:19]([F:29])([C:16]1[CH:15]=[CH:14][C:13]([C:9]2[CH:10]=[CH:11][CH:12]=[C:7]([NH:6][S:2]([CH3:1])(=[O:4])=[O:3])[CH:8]=2)=[CH:18][CH:17]=1)[CH3:28])(=[O:23])=[O:24]. Reported procedure: In a 250 mL 3 neck flask fitted with a stirrer and thermometer, 285 mg of methanesulfonyl chloride is added dropwise to 350 mg of {2-[4-(3-aminophenyl)phenyl]-2-fluoropropyl}[(dimethylamino)sulfonyl]amine (prepared in example 38) and 380 mg of DBU in THF (125 mL) while stirring at 0° C. under a nitrogen atmosphere. The reaction is allowed to warm to room temperature and then stirred overnight at this temperature. In the morning, the reaction is concentrated under reduced vacuum. The resulting ma... Reactants: C(C1=CC=CC=C1)OC(CC=C)COC1=CC=C(C=C1)F (4-benzyloxy-5-(4-fluorophenoxy)-1-pentene), [BH4-].[Na+] (sodium borohydride), [H-] (hydride), [OH-].[Na+] (sodium hydroxide), final mixture, B(F)(F)F.CCOCC (boron fluoride etherate), OO (hydrogen peroxide). The solvent is O1CCCC1 (tetrahydrofuran), O (water), O (water), O1CCCC1 (tetrahydrofuran). Reaction conditions: time 15 hour. Yields the product C(C1=CC=CC=C1)OC(CCCO)COC1=CC=C(C=C1)F (4-benzyloxy-5-(4-fluorophenoxy)-1-pentanol). Isolated yield 100.0%. Reaction SMILES: [CH2:1]([O:8][CH:9]([CH2:13][O:14][C:15]1[CH:20]=[CH:19][C:18]([F:21])=[CH:17][CH:16]=1)[CH2:10][CH:11]=[CH2:12])[C:2]1[CH:7]=[CH:6][CH:5]=[CH:4][CH:3]=1.[BH4-].[Na+].B(F)(F)F.CC[O:30]CC.[H-].[OH-].[Na+].OO>O1CCCC1.O>[CH2:1]([O:8][CH:9]([CH2:13][O:14][C:15]1[CH:16]=[CH:17][C:18]([F:21])=[CH:19][CH:20]=1)[CH2:10][CH2:11][CH2:12][OH:30])[C:2]1[CH:3]=[CH:4][CH:5]=[CH:6][CH:7]=1 |f:1.2,3.4,6.7|. Procedure: To a mixture of 4-benzyloxy-5-(4-fluorophenoxy)-1-pentene (2.86 g., 10 mmoles), sodium borohydride (0.47 g., 12.5 mmoles), and tetrahydrofuran (25 ml.) is added dropwise a solution of boron fluoride etherate (2.1 ml., 16.7 mmoles) in tetrahydrofuran (5 ml.) at ice-bath temperatures under a nitrogen atmosphere. The resulting mixture is further stirred at room temperature overnight (ca.15 hours). The reaction flask is chilled in an ice bath and water (2 ml.) is very cautiously added to destory the... Reactants: C1CCOC1, CCOC(C)=O, CC(C)[Mg+], [Cl-], [Cl-], COc1cc(N2CCN(C(=O)Cn3nc(I)c4cc(Cl)cnc43)CC2)ccc1Cl, ClCCl, [NH4+]. Yields the product COc1cc(N2CCN(C(=O)Cn3ncc4cc(Cl)cnc43)CC2)ccc1Cl. As a reaction SMILES: [CH2:40]1[O:41][CH2:42][CH2:43][CH2:44]1.[CH3:45][CH2:46][O:47][C:48]([CH3:49])=[O:50].[CH:31]([Mg+:32])([CH3:33])[CH3:34].[Cl-:30].[Cl-:35].[Cl:1][c:2]1[c:3]([O:28][CH3:29])[cH:4][c:5]([N:8]2[CH2:9][CH2:10][N:11]([C:14]([CH2:15][n:16]3[n:17][c:18]([I:26])[c:19]4[c:20]3[n:21][cH:22][c:23]([Cl:25])[cH:24]4)=[O:27])[CH2:12][CH2:13]2)[cH:6][cH:7]1.[Cl:37][CH2:38][Cl:39].[NH4+:36]>>[Cl:1][c:2]1[c:3]([O:28][CH3:29])[cH:4][c:5]([N:8]2[CH2:9][CH2:10][N:11]([C:14]([CH2:15][n:16]3[n:17][cH:18][c:19]4[c:20]3[n:21][cH:22][c:23]([Cl:25])[cH:24]4)=[O:27])[CH2:12][CH2:13]2)[cH:6][cH:7]1. The reactants are COC=1C=C(C=CC1OC)CCNC(C(=CO)C1=CC=C(C=C1)C)=O (N-[2-(3,4-dimethoxyphenyl)ethyl]-3-hydroxy-2-(4-methylphenyl)acrylamide), [OH-].[K+] (potassium hydroxide), [OH-].[K+] (potassium hydroxide), hydrochrolic acid, ClC(F)F (chlorodifluoromethane). Reagents/catalysts: [Br-].C(CCC)[N+](CCCC)(CCCC)CCCC (tetrabutylammonium bromide). The solvent is COCCOC (ethylene glycol dimethyl ether). Product: COC=1C=C(C=CC1OC)CCNC(C(=COC(F)F)C1=CC=C(C=C1)C)=O (N-[2-(3,4-dimethoxyphenyl) ethyl]-3-difluoromethoxy-2-(4-methylphenyl)acrylamide). RXN SMILES: [CH3:1][O:2][C:3]1[CH:4]=[C:5]([CH2:11][CH2:12][NH:13][C:14](=[O:25])[C:15]([C:18]2[CH:23]=[CH:22][C:21]([CH3:24])=[CH:20][CH:19]=2)=[CH:16][OH:17])[CH:6]=[CH:7][C:8]=1[O:9][CH3:10].[OH-].[K+].Cl[CH:29]([F:31])[F:30]>[Br-].C([N+](CCCC)(CCCC)CCCC)CCC.COCCOC>[CH3:1][O:2][C:3]1[CH:4]=[C:5]([CH2:11][CH2:12][NH:13][C:14](=[O:25])[C:15]([C:18]2[CH:23]=[CH:22][C:21]([CH3:24])=[CH:20][CH:19]=2)=[CH:16][O:17][CH:29]([F:31])[F:30])[CH:6]=[CH:7][C:8]=1[O:9][CH3:10] |f:1.2,4.5|. Reported procedure: Five hundred milligrams (500 mg) of N-[2-(3,4-dimethoxyphenyl)ethyl]-3-hydroxy-2-(4-methylphenyl)acrylamide (1.46 mmol), 0.31 g (1.7 mmol) of 30% aqueous potassium hydroxide solution, 0.1 g (0.3 mmol) of tetrabutylammonium bromide and 10 ml of ethylene glycol dimethyl ether were mixed and chlorodifluoromethane gas was blown thereto at room temperature. After a small amount of 30% aqueous potassium hydroxide solution was further added, a sample was taken out from the reaction mixture and the disa...